Dataset: the Open Reaction Database (ORD), a public repository of structured organic reaction records. Task: describe an organic reaction: reactants, conditions, products, and yield The reactants are oil, C(C)(C)OC1=C(C=C(C(=O)N2CCC(CC2)=O)C=C1)C (1-(4-isopropoxy-3-methyl-benzoyl)piperidin-4-one), C(C)OP(=O)(OCC)CC(C)=O (1-diethoxyphosphorylpropan-2-one). Run in O1CCCC1 (tetrahydrofuran), O1CCCC1 (tetrahydrofuran), O1CCCC1 (tetrahydrofuran). Reaction conditions: temperature 0 celsius, time 30 minute. Product: C(C)(C)OC1=C(C=C(C(=O)N2CCC(CC2)=CC(C)=O)C=C1)C (1-[1-(4-isopropoxy-3-methyl-benzoyl)-4-piperidylidene]propan-2-one). The yield is 89.8%. RXN SMILES: C(OP([CH2:9][C:10](=[O:12])[CH3:11])(OCC)=O)C.[CH:13]([O:16][C:17]1[CH:31]=[CH:30][C:20]([C:21]([N:23]2[CH2:28][CH2:27][C:26](=O)[CH2:25][CH2:24]2)=[O:22])=[CH:19][C:18]=1[CH3:32])([CH3:15])[CH3:14]>O1CCCC1>[CH:13]([O:16][C:17]1[CH:31]=[CH:30][C:20]([C:21]([N:23]2[CH2:28][CH2:27][C:26](=[CH:9][C:10](=[O:12])[CH3:11])[CH2:25][CH2:24]2)=[O:22])=[CH:19][C:18]=1[CH3:32])([CH3:15])[CH3:14]. Reported procedure: To an oven dried flask was placed 60% sodium hydride in mineral oil (1.5 g, 36 mmol). To the flask was added tetrahydrofuran (90 mL) under a nitrogen atmosphere. The mixture was cooled to 0° C. and a solution of 1-diethoxyphosphorylpropan-2-one (7.1 mL, 37 mmol) in tetrahydrofuran (20 mL) was added dropwise. The mixture was stirred at 25° C. for 30 min and treated with 1-(4-isopropoxy-3-methyl-benzoyl)piperidin-4-one (10 g, 36 mmol) in tetrahydrofuran (90 mL). The mixture was stirred at 25° C. f... Yields the product C(=O)NC(C(=O)OCC)(C(=O)OCC)CC(=C)C (Diethyl 2-(formylamino)-(2-methyl-2-propenyl)-propandioate). Reagents/catalysts: CCOCC (ether). Procedure details: A mixture of 40 g of potassium carbonate, 0.380 g of couronne 18 crown 6 ether catalyst and 39.9 g of chloromethylpropene was added to a solution of 30 g of ethyl formamidomalonate in 300 ml of acetonitrile and the mixture was refluxed for 3 hours and was filtered. The mixture was evaporated to dryness, cooled to 0° to -5° C. and was taken up in 10 ml of isopropyl ether. The mixture was filtered and the product was washed with isopropyl ether and dried under reduced pressure to obtain 25.2 g of ... RXN SMILES: [C:1](=[O:4])([O-:3])[O-].[K+].[K+].Cl[CH2:8][CH:9]=[CH:10]C.[CH:12]([NH:14][CH:15]([C:21]([O-])=O)[C:16]([O:18][CH2:19][CH3:20])=[O:17])=[O:13].[C:24](#N)[CH3:25]>CCOCC>[CH:12]([NH:14][C:15]([CH2:21][C:9]([CH3:8])=[CH2:10])([C:16]([O:18][CH2:19][CH3:20])=[O:17])[C:1]([O:3][CH2:24][CH3:25])=[O:4])=[O:13] |f:0.1.2|. Reactants: C([O-])([O-])=O.[K+].[K+] (potassium carbonate), ClCC=CC (chloromethylpropene), C(=O)NC(C(=O)OCC)C(=O)[O-] (ethyl formamidomalonate), C(C)#N (acetonitrile). The reactants are [H-].[Na+] (sodium hydride), C(C#C)Br (propargyl bromide), solution, OC(C(=O)OC)(C)C (methyl 2-hydroxy-2-methylpropionate). The solvent is CN(C=O)C (dimethylformamide), C1(=CC=CC=C1)C (toluene), CN(C=O)C (dimethylformamide), CN(C=O)C (dimethylformamide). Conditions: temperature 20 celsius, time 3 hour. The product is C(#CC)OC(C(=O)OC)(C)C (methyl 2-propynyloxy-2-methylpropionate). Isolated yield 40.9%. Reaction SMILES: [OH:1][C:2]([CH3:8])([CH3:7])[C:3]([O:5][CH3:6])=[O:4].[H-].[Na+].[CH2:11](Br)[C:12]#[CH:13]>CN(C)C=O.C1(C)C=CC=CC=1>[C:11]([O:1][C:2]([CH3:8])([CH3:7])[C:3]([O:5][CH3:6])=[O:4])#[C:12][CH3:13] |f:1.2|. Procedure: 55 g (0.47 mol) of methyl 2-hydroxy-2-methylpropionate in 400 ml of dry dimethylformamide were added dropwise while stirring during 0.75 hour to 14 g (0.47 mol, 80% oil dispersion) of sodium hydride in 200 ml of dry dimethylformamide. After 3 hours at 20° C. 62.5 g (0.42 mol) of propargyl bromide (as a 80% solution in toluene) in 200 ml of dimethylformamide was added during 0.5 hour while cooling to maintain the temperature below 25° C. After stirring at 20° C. for 17 hours the mixture was poure... The reactants are CC(C)=O, Cc1cc(C(=O)N2CCC3(CC2)Oc2cc(Cl)ccc2-n2c(C=O)ccc23)ccc1OC(C)C, [K+], O=[Mn](=O)(=O)[O-], O. Yields the product Cc1cc(C(=O)N2CCC3(CC2)Oc2cc(Cl)ccc2-n2c(C(=O)O)ccc23)ccc1OC(C)C. RXN SMILES: [CH3:41][C:42](=[O:43])[CH3:44].[Cl:1][c:2]1[cH:3][cH:4][c:5]2[c:6]([cH:34]1)[O:7][C:8]1([c:9]3[n:10]-2[c:11]([CH:14]=[O:15])[cH:12][cH:13]3)[CH2:16][CH2:17][N:18]([C:21]([c:22]2[cH:23][c:24]([CH3:32])[c:25]([O:28][CH:29]([CH3:30])[CH3:31])[cH:26][cH:27]2)=[O:33])[CH2:19][CH2:20]1.[K+:40].[Mn:35](=[O:36])([O-:37])(=[O:38])=[O:39].[OH2:45]>>[Cl:1][c:2]1[cH:3][cH:4][c:5]2[c:6]([cH:34]1)[O:7][C:8]1([c:9]3[n:10]-2[c:11]([C:14](=[O:15])[OH:36])[cH:12][cH:13]3)[CH2:16][CH2:17][N:18]([C:21]([c:22]2[cH:23][c:24]([CH3:32])[c:25]([O:28][CH:29]([CH3:30])[CH3:31])[cH:26][cH:27]2)=[O:33])[CH2:19][CH2:20]1. Starting materials: CC(C)(C)OC(=O)CNS(=O)(=O)c1ccc(C(=O)O)cc1, C(=NC1CCCCC1)=NC1CCCCC1, Oc1ccccc1, c1ccncc1. Product: CC(C)(C)OC(=O)CNS(=O)(=O)c1ccc(C(=O)Oc2ccccc2)cc1. Reaction SMILES: [C:1]([CH3:2])([CH3:3])([CH3:4])[O:5][C:6]([CH2:7][NH:8][S:9](=[O:10])(=[O:11])[c:12]1[cH:13][cH:14][c:15]([C:18](=[O:19])[OH:20])[cH:16][cH:17]1)=[O:21].[CH:29]1([N:30]=[C:31]=[N:32][CH:33]2[CH2:34][CH2:35][CH2:36][CH2:37][CH2:38]2)[CH2:39][CH2:40][CH2:41][CH2:42][CH2:43]1.[OH:22][c:23]1[cH:24][cH:25][cH:26][cH:27][cH:28]1.[cH:44]1[cH:45][cH:46][n:47][cH:48][cH:49]1>>[C:1]([CH3:2])([CH3:3])([CH3:4])[O:5][C:6]([CH2:7][NH:8][S:9](=[O:10])(=[O:11])[c:12]1[cH:13][cH:14][c:15]([C:18](=[O:19])[O:20][c:23]2[cH:24][cH:25][cH:26][cH:27][cH:28]2)[cH:16][cH:17]1)=[O:21]. Reactants: ClC=1C=C(C=NC1)N1CCN(CCC1)C(=O)OC(C)(C)C (1-(5-chloro-3-pyridyl)-4-tert-butoxycarbonylhomopiperazine), BrN1C(CCC1=O)=O (N-bromosuccinimide). Solvent: C(C)#N (acetonitrile). Conditions: time 60 minute. Product: BrC1=C(C=C(C=N1)N1CCN(CCC1)C(=O)OC(C)(C)C)Cl (1-(6-Bromo-5-chloro-3-pyridyl)-4-tert-butoxycarbonylhomopiperazine). RXN SMILES: [Cl:1][C:2]1[CH:3]=[C:4]([N:8]2[CH2:14][CH2:13][CH2:12][N:11]([C:15]([O:17][C:18]([CH3:21])([CH3:20])[CH3:19])=[O:16])[CH2:10][CH2:9]2)[CH:5]=[N:6][CH:7]=1.[Br:22]N1C(=O)CCC1=O>C(#N)C>[Br:22][C:7]1[N:6]=[CH:5][C:4]([N:8]2[CH2:14][CH2:13][CH2:12][N:11]([C:15]([O:17][C:18]([CH3:21])([CH3:20])[CH3:19])=[O:16])[CH2:10][CH2:9]2)=[CH:3][C:2]=1[Cl:1]. Procedure details: A mixture of 1-(5-chloro-3-pyridyl)-4-tert-butoxycarbonylhomopiperazine (2.34 g, 7.5 mmol), N-bromosuccinimide (1.34 g, 7.5 mmol) and acetonitrile (75 ml) was stirred for 60 minutes. The crude mixture was evaporated and purified by chromatography on silica gel using ethyl acetate:petroleum (2:1) as solvent. Yield 2.5 g, 85%. The reactants are ClCCl, O=C(O)Cc1cc(F)cc(F)c1, CN(C)C=O. The product is O=C(Cl)Cc1cc(F)cc(F)c1. As a reaction SMILES: [Cl:18][CH2:19][Cl:20].[F:1][c:2]1[cH:3][c:4]([CH2:9][C:10](=[O:11])[OH:12])[cH:5][c:6]([F:8])[cH:7]1.[O:13]=[CH:14][N:15]([CH3:16])[CH3:17]>>[F:1][c:2]1[cH:3][c:4]([CH2:9][C:10](=[O:12])[Cl:18])[cH:5][c:6]([F:8])[cH:7]1. The reactants are ice water, C#CC(C)O (1-butyn-3-ol), C1(=CC=CC2=CC=CC=C12)C(=O)Cl (1-naphthoyl chloride), [OH-].[Na+] (sodium hydroxide). Reaction conditions: temperature -10 celsius. Product: C1(=CC=CC2=CC=CC=C12)C(=O)OC(C#C)C (1-methyl-2-propynyl 1-naphthoate). As a reaction SMILES: [CH:1]#[C:2][CH:3]([OH:5])[CH3:4].[C:6]1([C:16](Cl)=[O:17])[C:15]2[C:10](=[CH:11][CH:12]=[CH:13][CH:14]=2)[CH:9]=[CH:8][CH:7]=1.[OH-].[Na+]>>[C:6]1([C:16]([O:5][CH:3]([CH3:4])[C:2]#[CH:1])=[O:17])[C:15]2[C:10](=[CH:11][CH:12]=[CH:13][CH:14]=2)[CH:9]=[CH:8][CH:7]=1 |f:2.3|. Procedure details: A suspension of 5.3 g of 1-butyn-3-ol and 5 g of 1-naphthoyl chloride is cooled to -10° C. and 3.1 ml. of 35% sodium hydroxide are slowly added dropwise. The mixture is warmed to room temperature and stirred until it is neutral. The mixture is poured into ice-water and then extracted with ether. The ether solution is washed with 10% sodium hydroxide and with water and dried. After the ether is distilled off, the residue is recrystallized from methanol to yield 1-methyl-2-propynyl 1-naphthoate, m... Reactants: CCCOc1cccc(OB([O-])[O-])c1, CN(Cc1ccc(NC(=O)C2=Cc3cc(Br)ccc3S(=O)(=O)CC2)cc1)C1CCOCC1, O=C([O-])[O-], CCO, [K+], [K+], O, O, Cc1ccccc1. Product: CCCOc1cccc(-c2ccc3c(c2)C=C(C(=O)Nc2ccc(CN(C)C4CCOCC4)cc2)CCS3(=O)=O)c1. As a reaction SMILES: [B:44]([O-:45])([O-:56])[O:57][c:46]1[cH:47][c:48]([O:52][CH2:53][CH2:54][CH3:55])[cH:49][cH:50][cH:51]1.[Br:1][c:2]1[cH:3][cH:4][c:5]2[c:6]([cH:32]1)[CH:7]=[C:8]([C:14](=[O:15])[NH:16][c:17]1[cH:18][cH:19][c:20]([CH2:23][N:24]([CH:25]3[CH2:26][CH2:27][O:28][CH2:29][CH2:30]3)[CH3:31])[cH:21][cH:22]1)[CH2:9][CH2:10][S:11]2(=[O:12])=[O:13].[C:58](=[O:59])([O-:60])[O-:61].[CH2:34]([OH:35])[CH3:36].[K+:62].[K+:63].[OH2:33].[OH2:64].[c:37]1([CH3:38])[cH:39][cH:40][cH:41][cH:42][cH:43]1>>[c:2]1(-[c:46]2[cH:47][c:48]([O:52][CH2:53][CH2:54][CH3:55])[cH:49][cH:50][cH:51]2)[cH:3][cH:4][c:5]2[c:6]([cH:32]1)[CH:7]=[C:8]([C:14](=[O:15])[NH:16][c:17]1[cH:18][cH:19][c:20]([CH2:23][N:24]([CH:25]3[CH2:26][CH2:27][O:28][CH2:29][CH2:30]3)[CH3:31])[cH:21][cH:22]1)[CH2:9][CH2:10][S:11]2(=[O:12])=[O:13].